This data is from the Open Reaction Database (ORD), a public repository of structured organic reaction records. The task is: describe an organic reaction: reactants, conditions, products, and yield As a reaction SMILES: [Br:1][c:2]1[cH:3][n:4][c:5](-[c:8]2[cH:9][cH:10][c:11](=[O:14])[nH:12][n:13]2)[n:6][cH:7]1.[C:15](=[O:16])([O-:17])[O-:18].[CH3:26][S:27]([O:28][CH2:31][C:32]#[C:33][CH2:34][CH2:35][CH2:36][CH2:37][CH2:38][CH2:39][CH3:40])(=[O:29])=[O:30].[K+:19].[K+:20].[O:21]=[CH:22][N:23]([CH3:24])[CH3:25].[OH2:41]>>[Br:1][c:2]1[cH:3][n:4][c:5](-[c:8]2[cH:9][cH:10][c:11](=[O:14])[n:12]([CH2:31][C:32]#[C:33][CH2:34][CH2:35][CH2:36][CH2:37][CH2:38][CH2:39][CH3:40])[n:13]2)[n:6][cH:7]1. Yields the product CCCCCCCC#CCn1nc(-c2ncc(Br)cn2)ccc1=O. Reactants: O=c1ccc(-c2ncc(Br)cn2)n[nH]1, O=C([O-])[O-], CCCCCCCC#CCOS(C)(=O)=O, [K+], [K+], CN(C)C=O, O. Starting materials: C(C1=CC=CC=C1)Br (benzyl bromide), [OH-].[Na+] (NaOH), Ar—H, BrC=1C=C(C=CC1)S (3-bromobenzenethiol), C[O-].[Na+] (sodium methoxide). Solvent: CO (methanol), CO (methanol). Conditions: time 30 minute. Product: C(C1=CC=CC=C1)SC1=CC(=CC=C1)Br (3-bromophenyl benzyl sulfide). Reaction SMILES: [Br:1][C:2]1[CH:3]=[C:4]([SH:8])[CH:5]=[CH:6][CH:7]=1.C[O-].[Na+].[CH2:12](Br)[C:13]1[CH:18]=[CH:17][CH:16]=[CH:15][CH:14]=1.[OH-].[Na+]>CO>[CH2:12]([S:8][C:4]1[CH:5]=[CH:6][CH:7]=[C:2]([Br:1])[CH:3]=1)[C:13]1[CH:18]=[CH:17][CH:16]=[CH:15][CH:14]=1 |f:1.2,4.5|. Procedure: 3-bromobenzenethiol (5 g, 26.44 mmol) was added to a solution of sodium methoxide (1.43 g, 26.48 mmol) in 20 ml of anhydrous methanol. The mixture was stirred for 30 min at room temperature and a solution of benzyl bromide (4.53 g, 26.48 mmol) in 20 ml anhydrous methanol was then added. The reaction mixture was stirred overnight at room temperature, poured into 2M o aqueous NaOH solution (40 ml) and extracted three times with ether (60 ml×3). The combined organic layer was washed with saturated ... Starting materials: COC(C1=C(N=C(C=C1Cl)C)OC1=C(C=C(C=C1C)C)C)=O (4-chloro-6-methyl-2-(2,4,6-trimethyl-phenoxy)-nicotinic acid methyl ester), S1C(=CC=C1)CNCCO (2-[(thiophen-2-ylmethyl)-amino]-ethanol). The solvent is CN1C(CCC1)=O (1-methyl-2-pyrrolidinone). Conditions: temperature 130 celsius. Yields the product COC(C1=C(N=C(C=C1N(CC=1SC=CC1)CCO)C)OC1=C(C=C(C=C1C)C)C)=O (4-[(2-Hydroxy-ethyl)-thiophen-2-ylmethyl-amino]-6-methyl-2-(2,4,6-trimethyl-phenoxy)-nicotinic acid methyl ester). Reaction SMILES: [CH3:1][O:2][C:3](=[O:22])[C:4]1[C:9](Cl)=[CH:8][C:7]([CH3:11])=[N:6][C:5]=1[O:12][C:13]1[C:18]([CH3:19])=[CH:17][C:16]([CH3:20])=[CH:15][C:14]=1[CH3:21].[S:23]1[CH:27]=[CH:26][CH:25]=[C:24]1[CH2:28][NH:29][CH2:30][CH2:31][OH:32]>CN1CCCC1=O>[CH3:1][O:2][C:3](=[O:22])[C:4]1[C:9]([N:29]([CH2:30][CH2:31][OH:32])[CH2:28][C:24]2[S:23][CH:27]=[CH:26][CH:25]=2)=[CH:8][C:7]([CH3:11])=[N:6][C:5]=1[O:12][C:13]1[C:18]([CH3:19])=[CH:17][C:16]([CH3:20])=[CH:15][C:14]=1[CH3:21]. Procedure: A mixture of 4-chloro-6-methyl-2-(2,4,6-trimethyl-phenoxy)-nicotinic acid methyl ester and 2-[(thiophen-2-ylmethyl)-amino]-ethanol in 1-methyl-2-pyrrolidinone was heated at 130° C. overnight. The mixture was quenched with water, brine and extracted with ethyl acetate. The organic layer was dried and concentrated to dryness. The residue was purified through silica gel column chromatography to give the title compound. 1H NMR (CDCl3) d 7.22(m, 1H), 6.94m, 2H), 6.84(s, 2H), 6.44(s, 1H), 4.52(s, 2H),... Reactants: CS(C)=O, O=[N+]([O-])c1ccc(Cl)nc1, Oc1ccc(C(F)(F)F)cc1Cl, [Na+], [Na+], O=C([O-])[O-], O. Yields the product O=[N+]([O-])c1ccc(Oc2ccc(C(F)(F)F)cc2Cl)nc1. RXN SMILES: [CH3:30][S:31](=[O:32])[CH3:33].[Cl:19][c:20]1[n:21][cH:22][c:23]([N+:26](=[O:27])[O-:28])[cH:24][cH:25]1.[Cl:7][c:8]1[c:9]([OH:18])[cH:10][cH:11][c:12]([C:14]([F:15])([F:16])[F:17])[cH:13]1.[Na+:1].[Na+:2].[O-:3][C:4](=[O:5])[O-:6].[OH2:29]>>[Cl:7][c:8]1[c:9]([O:18][c:20]2[n:21][cH:22][c:23]([N+:26](=[O:27])[O-:28])[cH:24][cH:25]2)[cH:10][cH:11][c:12]([C:14]([F:15])([F:16])[F:17])[cH:13]1. The reactants are CC(CN(C(C)=O)C1=C(C(=C(C(=C1)C)OC)C)Br)=C (N-(2-Methyl-2-propenyl)-4-acetamido-3-bromo-2,6-dimethylanisole). The reagents and catalysts are [Pd] (Pd). The product is C(C)(=O)N1CC(C2=C(C(=C(C=C12)C)OC)C)(C)C (N-Acetyl-5-methoxy-3,3,4,6-tetramethylindoline). Isolated yield 83.3%. RXN SMILES: [CH3:1][C:2](=[CH2:19])[CH2:3][N:4]([C:8]1[CH:13]=[C:12]([CH3:14])[C:11]([O:15][CH3:16])=[C:10]([CH3:17])[C:9]=1Br)[C:5](=[O:7])[CH3:6]>[Pd]>[C:5]([N:4]1[C:8]2[C:13](=[C:12]([CH3:14])[C:11]([O:15][CH3:16])=[C:10]([CH3:17])[CH:9]=2)[C:2]([CH3:19])([CH3:1])[CH2:3]1)(=[O:7])[CH3:6]. Procedure details: Treatment of 14 (1.9 g, 5.8 mmoI) according to the general procedure used for Pd-catalyzed cyclization afforded 15 (1.2 g, 85% yield) as a viscous liquid. 13C NMR: δ 11.6, 16.4, 24.1, 26.9, 41.1, 59.9, 64.7, 116.7, 126.5, 129.7, 135.7, 137.8, 153.4, 168.0; HRMS: calcd. for C15H21NO2 247.1572, fnd. 247.1581. Reactants: CCCCCCCNC(=O)N(CC)c1cccc(-c2ccc(C=CC(=O)O)cc2)c1, CO, CCOC(C)=O. Yields the product CCCCCCCNC(=O)N(CC)c1cccc(-c2ccc(CCC(=O)O)cc2)c1. As a reaction SMILES: [CH2:1]([CH3:2])[N:3]([C:4](=[O:5])[NH:6][CH2:7][CH2:8][CH2:9][CH2:10][CH2:11][CH2:12][CH3:13])[c:14]1[cH:15][c:16](-[c:20]2[cH:21][cH:22][c:23]([CH:26]=[CH:27][C:28](=[O:29])[OH:30])[cH:24][cH:25]2)[cH:17][cH:18][cH:19]1.[CH3:31][OH:32].[CH3:33][CH2:34][O:35][C:36](=[O:37])[CH3:38]>>[CH2:1]([CH3:2])[N:3]([C:4](=[O:5])[NH:6][CH2:7][CH2:8][CH2:9][CH2:10][CH2:11][CH2:12][CH3:13])[c:14]1[cH:15][c:16](-[c:20]2[cH:21][cH:22][c:23]([CH2:26][CH2:27][C:28](=[O:29])[OH:30])[cH:24][cH:25]2)[cH:17][cH:18][cH:19]1. Starting materials: Hexanes Ethyl Acetate, C[O-].[K+] (potassium methoxide), COCCOCCN(CCOCCOC)CCOCCOC (tris[2-(2-methoxyethoxy)ethyl]amine), C(C)C(CC)C=1C=2N(N=C(C1)C)C(=C(N2)C)C2=C(C1=C(S2)C=CC(=C1)F)C (8-(1-ethyl-propyl)-2,6-dimethyl-3-(5-fluoro-3-methyl-benzo[b]thiophen-2-yl)-imidazo[1,2-b]pyridazine). Solvent: ClCCl (dichloromethane), O (water). Reaction conditions: time 5 minute. Yields the product C(C)C(CC)C=1C=2N(N=C(C1)C)C(=C(N2)C)C2=C(C1=C(S2)C=CC(=C1)OC)C (8-(1-ethyl-propyl)-2,6-dimethyl-3-(5-methoxy-3-methyl-benzo[b]thiophen-2-yl)-imidazo[1,2-b]pyridazine). Isolated yield 293.2%. Reaction SMILES: C[O-].[K+].[CH3:4][O:5]CCOCCN(CCOCCOC)CCOCCOC.[CH2:26]([CH:28]([C:31]1[C:32]2[N:33]([C:38]([C:42]3[S:46][C:45]4[CH:47]=[CH:48][C:49](F)=[CH:50][C:44]=4[C:43]=3[CH3:52])=[C:39]([CH3:41])[N:40]=2)[N:34]=[C:35]([CH3:37])[CH:36]=1)[CH2:29][CH3:30])[CH3:27]>ClCCl.O>[CH2:26]([CH:28]([C:31]1[C:32]2[N:33]([C:38]([C:42]3[S:46][C:45]4[CH:47]=[CH:48][C:49]([O:5][CH3:4])=[CH:50][C:44]=4[C:43]=3[CH3:52])=[C:39]([CH3:41])[N:40]=2)[N:34]=[C:35]([CH3:37])[CH:36]=1)[CH2:29][CH3:30])[CH3:27] |f:0.1|. Reported procedure: In an oven dried, nitrogen purged, 3 neck, 50 mL round bottom flask, 0.014 g (0.197 mmol) of potassium methoxide and 0.005 mL (0.013 mmol) of tris[2-(2-methoxyethoxy)ethyl]amine are heated at 150° C. and stirred vigorously for 5 minutes. 0.050 g (0.131 mmol) of 8-(1-ethyl-propyl)-2,6-dimethyl-3-(5-fluoro-3-methyl-benzo[b]thiophen-2-yl)-imidazo[1,2-b]pyridazine is added and the reaction is followed by TLC (2:1 Hexanes/Ethyl Acetate) and MS. After 4 h, the reaction mixture is diluted with 20 mL di... Starting materials: Cl (HCl), BrC1=CC=C(C=C1)Br (1,4-dibromobenzene), dichlorobis(triphenylphosphine) palladium(ii), C[Si](C)(C)C#C (trimethylsilylacetylene), C[Si](C)(C)CC(=O)C1=CC=C(C=C1)C(C[Si](C)(C)C)=O (1,4-bis(trimethylsilylacetyl)benzene), [OH-].[K+] (KOH). The solvent is CCN(CC)CC (Et3N), C(C)O (ethanol). Conditions: time 24 hour. Product: C(#C)C1=CC=C(C=C1)C#C (1,4-diethynylbenzene). The yield is 39.0%. RXN SMILES: BrC1C=CC(Br)=CC=1.C[Si](C#C)(C)C.C[Si]([CH2:19][C:20]([C:22]1[CH:27]=[CH:26][C:25]([C:28](=O)[CH2:29][Si](C)(C)C)=[CH:24][CH:23]=1)=O)(C)C.[OH-].[K+].Cl>C(O)C.CCN(CC)CC>[C:20]([C:22]1[CH:27]=[CH:26][C:25]([C:28]#[CH:29])=[CH:24][CH:23]=1)#[CH:19] |f:3.4|. Procedure details: To a 250 mL backed two-necked flask were added 2.36 g (10 mmol) of 1,4-dibromobenzene, 20 mg of Cul and 280 mg or dichlorobis(triphenylphosphine) palladium(ii) [Pd(Ph3P)2Cl2]. Then 38 mL of dried Et3N was injected in under nitrogen and magnetic stirring. Yellow turbidious dispersion was formed immediately. Following by adding 3.6 mL (2.45 g, 25 mmol) of trimethylsilylacetylene. The colour was changed from yellow to deep brown. Stirring was continued at room temperature for 24 hours. A mixture of...